From a dataset of the Open Reaction Database (ORD), a public repository of structured organic reaction records. describe an organic reaction: reactants, conditions, products, and yield Reactants: CC1=CC2=C(C(C3=C(CC2)C=CC=C3)=O)C=C1 (2-methyl-10,11-dihydro-5H-dibenzo[a,d]cyclohepten-5-one), C(C)C1=CC2=C(C(C3=C(CC2)C=CC=C3)=O)C=C1 (2-ethyl-10,11-dihydro-5H-dibenzo [a,d]cyclohepten-5-one), BrN1C(CCC1=O)=O (N-bromosuccinimide), CC1=CC2=C(C(C3=C(C=C2)C=CC=C3)=O)C=C1 (2-methyl-5H-dibenzo[a,d]cyclohepten-5-one). Run in C(Cl)(Cl)(Cl)Cl (carbon tetrachloride). Reaction conditions: temperature 80 celsius. Yields the product C(C)C1=CC2=C(C(C3=C(C=C2)C=CC=C3)=O)C=C1 (2-ethyl-5H-dibenzo[a,d]cyclohepten-5-one). Reaction SMILES: CC1C=CC2C(=O)C3C=CC=CC=3CCC=2C=1.BrN1C(=O)CCC1=O.CC1C=CC2C(=O)C3C=CC=CC=3C=CC=2C=1.[CH2:43]([C:45]1[CH:60]=[CH:59][C:48]2[C:49](=[O:58])[C:50]3[CH:57]=[CH:56][CH:55]=[CH:54][C:51]=3[CH2:52][CH2:53][C:47]=2[CH:46]=1)[CH3:44]>C(Cl)(Cl)(Cl)Cl>[CH2:43]([C:45]1[CH:60]=[CH:59][C:48]2[C:49](=[O:58])[C:50]3[CH:57]=[CH:56][CH:55]=[CH:54][C:51]=3[CH:52]=[CH:53][C:47]=2[CH:46]=1)[CH3:44]. Procedure details: 60.5 Gm. of 2-methyl-10,11-dihydro-5H-dibenzo[a,d]cyclohepten-5-one is refluxed in 500 ml. of carbon tetrachloride with 58.2 gm. of N-bromosuccinimide for 8 hours. The solution is cooled and filtered and the solvent removed under vacuum. The residue is dissolved in 200 ml. of dimethylformamide and 44 gm. of 1,5-diazabicyclo[3.4.0]nonene-5 is added. The mixture is heated to 80° C. for 20 minutes, then cooled and added to water. The solution is extracted with ether and the extract washed, dried an... Starting materials: methyl TMZ-8-carboxylate, C(CCCCCCC\C=C/CCCCCCCC)(=O)O (oleic acid), VE, CC1=C2C(=C(C(=C1C)OC(=O)CCC(=O)OCCO)C)CCC(O2)(C)CCCC(C)CCCC(C)CCCC(C)C (TPGS), O (water). Product: C(CC(O)(C(=O)O)CC(=O)O)(=O)O (citric acid). As a reaction SMILES: [C:1]([OH:20])(=[O:19])[CH2:2]CCCCCC/C=C\CCCCCCCC.CC1C(C)=C([O:29][C:30]([CH2:32][CH2:33][C:34]([O:36]CCO)=[O:35])=[O:31])C(C)=C2CCC(CCCC(CCCC(CCCC(C)C)C)C)(C)OC=12.[OH2:62]>>[C:30]([OH:29])(=[O:31])[CH2:32][C:33]([CH2:2][C:1]([OH:20])=[O:19])([C:34]([OH:36])=[O:35])[OH:62]. Procedure: 3 g of methyl TMZ-8-carboxylate was weighed, pulverized into fine powder, and mixed with 20 g of water, 50 g of oleic acid, 30 g of VE TPGS and an appropriate amount of citric acid to form the microemulsion by grinding. An appropriate amount of rate-moderated membrane (copolymer of ethylene and vinyl acetate) and PSAs (polysiloxane pressure-sensitive gum) were added. The resulting mixture was stirred well, degassed by heat preservation using water bath, and spread on a polythene matrix. Dried an... Starting materials: FC(F)(F)c1cc(Cl)nc(-c2cccnc2)n1, Cc1nccc(-c2cccc(N)c2)n1. Product: Cc1nccc(-c2cccc(Nc3cc(C(F)(F)F)nc(-c4cccnc4)n3)c2)n1. Reaction SMILES: [Cl:1][c:2]1[n:3][c:4](-[c:12]2[cH:13][n:14][cH:15][cH:16][cH:17]2)[n:5][c:6]([C:8]([F:9])([F:10])[F:11])[cH:7]1.[NH2:18][c:19]1[cH:20][c:21](-[c:25]2[n:26][c:27]([CH3:31])[n:28][cH:29][cH:30]2)[cH:22][cH:23][cH:24]1>>[c:2]1([NH:18][c:19]2[cH:20][c:21](-[c:25]3[n:26][c:27]([CH3:31])[n:28][cH:29][cH:30]3)[cH:22][cH:23][cH:24]2)[n:3][c:4](-[c:12]2[cH:13][n:14][cH:15][cH:16][cH:17]2)[n:5][c:6]([C:8]([F:9])([F:10])[F:11])[cH:7]1. Starting materials: C(C)(=O)C=1C=CC(NC1C)=O (5-acetyl-6-methyl-2(1H)-pyridinone), COC(N(C)C)OC (dimethylformamide dimethyl acetal). Run at time 30 minute. RXN SMILES: [C:1]([C:4]1[CH:5]=[CH:6][C:7](=[O:11])[NH:8][C:9]=1[CH3:10])(=[O:3])[CH3:2].CO[CH:14](OC)[N:15]([CH3:17])[CH3:16]>CN(C)C=O>[C:1]([C:4]1[CH:5]=[CH:6][C:7](=[O:11])[NH:8][C:9]=1[CH:10]=[CH:14][N:15]([CH3:17])[CH3:16])(=[O:3])[CH3:2]. Yields the product C(C)(=O)C=1C=CC(NC1C=CN(C)C)=O (5-acetyl-6-(2-dimethylaminoethenyl)-2(1H)-pyridinone). Procedure details: A mixture containing 15.1 g of 5-acetyl-6-methyl-2(1H)-pyridinone, 200 ml of dimethylformamide and 15 ml of dimethylformamide dimethyl acetal was stirred at room temperature for 30 minutes, heated gently with stirring on a steam bath for 2 hours, then allowed to cool and stirred at room temperature overnight. The golden yellow needles that separated were collected, washed with methanol and dried in a vacuum oven at 80° C. to yield 10.7 g of 5-acetyl-6-(2-dimethylaminoethenyl)-2(1H)-pyridinone, m... Solvent: CN(C=O)C (dimethylformamide). The product is COc1ccnc(CSc2nc3cc(OC(F)(F)F)ccc3[nH]2)c1. As a reaction SMILES: [CH:27]([OH:28])([CH3:29])[CH3:30].[Cl:17][CH2:18][c:19]1[n:20][cH:21][cH:22][c:23]([O:25][CH3:26])[cH:24]1.[ClH:16].[SH:1][c:2]1[n:3][c:4]2[c:5]([nH:6]1)[cH:7][cH:8][c:9]([O:11][C:12]([F:13])([F:14])[F:15])[cH:10]2>>[S:1]([c:2]1[n:3][c:4]2[c:5]([nH:6]1)[cH:7][cH:8][c:9]([O:11][C:12]([F:13])([F:14])[F:15])[cH:10]2)[CH2:18][c:19]1[n:20][cH:21][cH:22][c:23]([O:25][CH3:26])[cH:24]1. The reactants are CC(C)O, COc1ccnc(CCl)c1, Cl, FC(F)(F)Oc1ccc2[nH]c(S)nc2c1. The reactants are CC(C)(C)OC(=O)N1CCC(=O)CC1, CC(=O)O, CC(=O)O[BH-](OC(C)=O)OC(C)=O, C1CCOC1, CO, Cl, Cl, CSc1nccc(C(O)CN)n1, [Na+]. Yields the product CSc1nccc(C(O)CNC2CCN(C(=O)OC(C)(C)C)CC2)n1. RXN SMILES: [C:15]([CH3:16])([CH3:17])([CH3:18])[O:19][C:20](=[O:21])[N:22]1[CH2:23][CH2:24][C:25](=[O:28])[CH2:26][CH2:27]1.[C:29]([OH:30])(=[O:31])[CH3:32].[C:33]([O:34][BH-:35]([O:36][C:37](=[O:38])[CH3:39])[O:40][C:41](=[O:42])[CH3:43])(=[O:44])[CH3:45].[CH2:47]1[O:48][CH2:49][CH2:50][CH2:51]1.[CH3:52][OH:53].[ClH:1].[ClH:2].[NH2:3][CH2:4][CH:5]([OH:6])[c:7]1[n:8][c:9]([S:13][CH3:14])[n:10][cH:11][cH:12]1.[Na+:46]>>[NH:3]([CH2:4][CH:5]([OH:6])[c:7]1[n:8][c:9]([S:13][CH3:14])[n:10][cH:11][cH:12]1)[CH:25]1[CH2:24][CH2:23][N:22]([C:20]([O:19][C:15]([CH3:16])([CH3:17])[CH3:18])=[O:21])[CH2:27][CH2:26]1.